Dataset: the Open Reaction Database (ORD), a public repository of structured organic reaction records. Task: describe an organic reaction: reactants, conditions, products, and yield Reactants: [Br-], CC(C)(C)C(O[SiH](c1ccccc1)c1ccccc1)c1cc2cc(OCc3ccccc3)ccc2c(-c2ccccc2)c1C=O, C1CCOC1, C[Mg+]. The product is CC(O)c1c(C(O[SiH](c2ccccc2)c2ccccc2)C(C)(C)C)cc2cc(OCc3ccccc3)ccc2c1-c1ccccc1. RXN SMILES: [Br-:46].[CH2:1]([c:2]1[cH:3][cH:4][cH:5][cH:6][cH:7]1)[O:8][c:9]1[cH:10][cH:11][c:12]2[c:13](-[c:40]3[cH:41][cH:42][cH:43][cH:44][cH:45]3)[c:14]([CH:38]=[O:39])[c:15]([CH:19]([O:20][SiH:21]([c:22]3[cH:23][cH:24][cH:25][cH:26][cH:27]3)[c:28]3[cH:29][cH:30][cH:31][cH:32][cH:33]3)[C:34]([CH3:35])([CH3:36])[CH3:37])[cH:16][c:17]2[cH:18]1.[CH2:49]1[O:50][CH2:51][CH2:52][CH2:53]1.[CH3:47][Mg+:48]>>[CH2:1]([c:2]1[cH:3][cH:4][cH:5][cH:6][cH:7]1)[O:8][c:9]1[cH:10][cH:11][c:12]2[c:13](-[c:40]3[cH:41][cH:42][cH:43][cH:44][cH:45]3)[c:14]([CH:38]([OH:39])[CH3:47])[c:15]([CH:19]([O:20][SiH:21]([c:22]3[cH:23][cH:24][cH:25][cH:26][cH:27]3)[c:28]3[cH:29][cH:30][cH:31][cH:32][cH:33]3)[C:34]([CH3:35])([CH3:36])[CH3:37])[cH:16][c:17]2[cH:18]1. Reactants: [NH4+].[OH-] (NH4OH), FC1=CC(=C(N)C=C1)OC (4-fluoro-2-methoxyaniline), Cl (HCl), C(\C=C\C)=O ((E)-but-2-enal). Yields the product FC=1C=C2C=CC(=NC2=C(C1)OC)C (6-fluoro-8-methoxy-2-methylquinoline). Yield: 99.8%. As a reaction SMILES: [F:1][C:2]1[CH:8]=[CH:7][C:5]([NH2:6])=[C:4]([O:9][CH3:10])[CH:3]=1.Cl.[CH:12](=O)/[CH:13]=[CH:14]/[CH3:15].[NH4+].[OH-]>>[F:1][C:2]1[CH:8]=[C:7]2[C:5](=[C:4]([O:9][CH3:10])[CH:3]=1)[N:6]=[C:14]([CH3:15])[CH:13]=[CH:12]2 |f:3.4|. Procedure: To 4-fluoro-2-methoxyaniline (370 mg, 2.62 mmol) in refluxing 6N HCl (5 mL) was added dropwise (E)-but-2-enal (367 mg, 5.24 mmol). The reaction was heated to reflux for 2 hours then cooled and neutralized with NH4OH. The aqueous phase was extracted with DCM, and the combined organic phases dried over MgSO4 and concentrated to yield 6-fluoro-8-methoxy-2-methylquinoline (500 mg, 99.8% yield) as a brown solid. Starting materials: [Li+].CC(C)[N-]C(C)C (LDA), C1(=CC=CC=C1)C(=NCC(=O)OCC)C1=CC=CC=C1 (ethyl N-(diphenylmethylene)glycinate), [N+](=O)([O-])C=1C=C(CBr)C=CC1 (3-nitrobenzyl bromide). Solvent: C1CCOC1 (THF), C1CCOC1 (THF). Conditions: time 2 hour. The product is C(C)OC(C(N)CC1=CC(=CC=C1)[N+](=O)[O-])=O (3-Nitro-DL -phenylalanine ethyl ester). Yield: 90.7%. RXN SMILES: [Li+].CC([N-]C(C)C)C.C1(C(C2C=CC=CC=2)=[N:16][CH2:17][C:18]([O:20][CH2:21][CH3:22])=[O:19])C=CC=CC=1.[N+:29]([C:32]1[CH:33]=[C:34]([CH:37]=[CH:38][CH:39]=1)[CH2:35]Br)([O-:31])=[O:30]>C1COCC1>[CH2:21]([O:20][C:18](=[O:19])[CH:17]([CH2:35][C:34]1[CH:37]=[CH:38][CH:39]=[C:32]([N+:29]([O-:31])=[O:30])[CH:33]=1)[NH2:16])[CH3:22] |f:0.1|. Procedure: LDA (2M in heptane/THF/ethyl benzene, 25.45 ml, 50.9 mmol) was added dropwise to a solution of ethyl N-(diphenylmethylene)glycinate (13 g, 48.5 mmol) in THF (200 ml) at −78°. After 40 min a solution of 3-nitrobenzyl bromide (10 g, 46.3 mmol) in THF (40 ml) was added dropwise. The mixture was stirred for 2 h and then partitioned between EtOAc (100 ml) and water (100 ml). The aqueous layer was separated and extracted with EtOAc (2×50 ml) and the combined organics dried (Na2SO4) and evaporated in v... Reactants: C(C(C)(C)C)(=O)Cl (Pivaloyl chloride), C[C@@H](CO)C[C@@H]([C@H]([C@H](C[C@H](CO[Si](C)(C)C(C)(C)C)C)OC)OCC1=CC=CC=C1)O ((2R,4S,5R,6S,8R)-2,8-dimethyl-4-hydroxy-5-benzyloxy-6-methoxy-9-t-butyldimethylsilyloxynonanol). Solvent: N1=CC=CC=C1 (pyridine). Conditions: temperature 25 celsius, time 16 hour. Product: C(C(C)(C)C)(=O)OC[C@@H](C[C@@H]([C@H]([C@H](C[C@H](CO[Si](C)(C)C(C)(C)C)C)OC)OCC1=CC=CC=C1)O)C ((2R,4S,5R,6S,8R)-1-Pivaloyloxy-2,8-Dimethyl-4-hydroxyl-5-benzyloxy-6-methoxy-9-t-butyldimethylsilyloxynonane). As a reaction SMILES: [C:1](Cl)(=[O:6])[C:2]([CH3:5])([CH3:4])[CH3:3].[CH3:8][C@H:9]([CH2:12][C@H:13]([OH:38])[C@@H:14]([O:30][CH2:31][C:32]1[CH:37]=[CH:36][CH:35]=[CH:34][CH:33]=1)[C@@H:15]([O:28][CH3:29])[CH2:16][C@@H:17]([CH3:27])[CH2:18][O:19][Si:20]([C:23]([CH3:26])([CH3:25])[CH3:24])([CH3:22])[CH3:21])[CH2:10][OH:11]>N1C=CC=CC=1>[C:1]([O:11][CH2:10][C@H:9]([CH3:8])[CH2:12][C@H:13]([OH:38])[C@@H:14]([O:30][CH2:31][C:32]1[CH:37]=[CH:36][CH:35]=[CH:34][CH:33]=1)[C@@H:15]([O:28][CH3:29])[CH2:16][C@@H:17]([CH3:27])[CH2:18][O:19][Si:20]([C:23]([CH3:26])([CH3:25])[CH3:24])([CH3:22])[CH3:21])(=[O:6])[C:2]([CH3:5])([CH3:4])[CH3:3]. Procedure details: Pivaloyl chloride (870 microliters, 1.05 equiv) was added to a solution of (2R,4S,5R,6S,8R)-2,8-dimethyl-4-hydroxy-5-benzyloxy-6-methoxy-9-t-butyldimethylsilyloxynonanol 21 (Source: Askin, D.; Volante, R. P.; Reamer, R. A.; Ryan, K. M.; Shinkai, I.; Tetra. Lett., 1988, 29, 277.) (3.07 g, 6.75 mmol) in 50 ml of anhydrous pyridine at 0° C. The solution was warmed to 25° C. over 1 hr and then was stirred at 25° C. for 16 hr. The reaction mixture was quenched by the addition of 10 ml of saturated aq... Reactants: CC(C)(C)c1ccc(CCN)cc1, CN([SiH](C)C)[Si](C)(C)C, Oc1ncnc2ccncc12. As a reaction SMILES: [C:12]([CH3:13])([CH3:14])([CH3:15])[c:16]1[cH:17][cH:18][c:19]([CH2:22][CH2:23][NH2:24])[cH:20][cH:21]1.[CH3:25][SiH:26]([CH3:27])[N:28]([CH3:29])[Si:30]([CH3:31])([CH3:32])[CH3:33].[n:1]1[cH:2][n:3][c:4]([OH:11])[c:5]2[c:6]1[cH:7][cH:8][n:9][cH:10]2>>[n:1]1[cH:2][n:3][c:4]([NH:24][CH2:23][CH2:22][c:19]2[cH:18][cH:17][c:16]([C:12]([CH3:13])([CH3:14])[CH3:15])[cH:21][cH:20]2)[c:5]2[c:6]1[cH:7][cH:8][n:9][cH:10]2. The product is CC(C)(C)c1ccc(CCNc2ncnc3ccncc23)cc1. Reactants: CN(C)C1CCN(c2ccc3nc(C(=O)c4ccnc(Br)c4)[nH]c3c2)CC1, Cc1nc2ccccc2[nH]1, CNC1CCCCC1NC, CCOC(C)=O, [Cu]I, CN(C)C=O. RXN SMILES: [Br:1][c:2]1[n:3][cH:4][cH:5][c:6]([C:8](=[O:9])[c:10]2[n:11][c:12]3[c:13]([nH:14]2)[cH:15][c:16]([N:19]2[CH2:20][CH2:21][CH:22]([N:25]([CH3:26])[CH3:27])[CH2:23][CH2:24]2)[cH:17][cH:18]3)[cH:7]1.[CH3:28][c:29]1[nH:30][c:31]2[c:32]([n:33]1)[cH:34][cH:35][cH:36][cH:37]2.[CH3:38][NH:39][CH:40]1[CH2:41][CH2:42][CH2:43][CH2:44][CH:45]1[NH:46][CH3:47].[CH3:53][CH2:54][O:55][C:56]([CH3:57])=[O:58].[Cu:59][I:60].[O:48]=[CH:49][N:50]([CH3:51])[CH3:52]>>[c:2]1(-[n:30]2[c:29]([CH3:28])[n:33][c:32]3[c:31]2[cH:37][cH:36][cH:35][cH:34]3)[n:3][cH:4][cH:5][c:6]([C:8](=[O:9])[c:10]2[n:11][c:12]3[c:13]([nH:14]2)[cH:15][c:16]([N:19]2[CH2:20][CH2:21][CH:22]([N:25]([CH3:26])[CH3:27])[CH2:23][CH2:24]2)[cH:17][cH:18]3)[cH:7]1. Product: Cc1nc2ccccc2n1-c1cc(C(=O)c2nc3ccc(N4CCC(N(C)C)CC4)cc3[nH]2)ccn1.